Dataset: the Open Reaction Database (ORD), a public repository of structured organic reaction records. Task: describe an organic reaction: reactants, conditions, products, and yield Reactants: Cl (hydrogen chloride), ClC=1N=C(NC1C=1C=C(C(=O)OC)C=CC1C)COC (methyl 3-(4-chloro-2-(methoxymethyl)-1H-imidazol-5-yl)-4-methylbenzoate), ClC=1N=C(NC1C=1C=C(C(=O)OC)C=CC1C)COC (methyl 3-(4-chloro-2-(methoxymethyl)-1H-imidazol-5-yl)-4-methylbenzoate), [OH-].[Na+] (sodium hydroxide). Run in CO.O (methanol water). Reaction conditions: time 12 hour. Yields the product ClC=1N=C(NC1C=1C=C(C(=O)O)C=CC1C)COC (3-(4-Chloro-2-(methoxymethyl)-1H-imidazol-5-yl)-4-methylbenzoic acid). Reaction SMILES: [Cl:1][C:2]1[N:3]=[C:4]([CH2:18][O:19][CH3:20])[NH:5][C:6]=1[C:7]1[CH:8]=[C:9]([CH:14]=[CH:15][C:16]=1[CH3:17])[C:10]([O:12]C)=[O:11].[OH-].[Na+].Cl>CO.O>[Cl:1][C:2]1[N:3]=[C:4]([CH2:18][O:19][CH3:20])[NH:5][C:6]=1[C:7]1[CH:8]=[C:9]([CH:14]=[CH:15][C:16]=1[CH3:17])[C:10]([OH:12])=[O:11] |f:1.2,4.5|. Procedure details: Into a 50-mL round-bottom flask, which was purged and maintained with an inert atmosphere of nitrogen, was added methyl 3-(4-chloro-2-(methoxymethyl)-1H-imidazol-5-yl)-4-methylbenzoate (compound 27.4, 50 mg, 0.19 mmol) and sodium hydroxide (31 mg, 0.76 mmol) in methanol/water (3 mL/3 mL). The resulting solution was stirred for 12 hours at room temperature. The pH of the solution was adjusted to 1-2 with hydrogen chloride (6 M), then concentrated under reduced pressure to yield 150 mg (crude) of ... The reactants are C(C1=CC=CC=C1)NC1(CS(C1)(=O)=O)CC(=O)OCC (ethyl 2-[3-(benzylamino)-1,1-dioxo-thietan-3-yl]acetate). Reagents/catalysts: [Pd] (palladium on charcoal). Solvent: CCO (EtOH). Conditions: temperature 50 celsius, time 16 hour. Yields the product NC1(CS(C1)(=O)=O)CC(=O)OCC (ethyl 2-(3-amino-1,1-dioxo-thietan-3-yl)acetate). The yield is 100.5%. Reaction SMILES: C([NH:8][C:9]1([CH2:15][C:16]([O:18][CH2:19][CH3:20])=[O:17])[CH2:12][S:11](=[O:14])(=[O:13])[CH2:10]1)C1C=CC=CC=1>CCO.[Pd]>[NH2:8][C:9]1([CH2:15][C:16]([O:18][CH2:19][CH3:20])=[O:17])[CH2:12][S:11](=[O:14])(=[O:13])[CH2:10]1. Reported procedure: To a solution of ethyl 2-[3-(benzylamino)-1,1-dioxo-thietan-3-yl]acetate (example 160b, 0.5 g, 1.68 mmol) in EtOH (12.5 ml) under an argon atmosphere was added palladium on charcoal 10% (w/w 10%) (50.0 mg, 470 μmol). The reaction flask was put under a pressure of 2.5 bar H2 and the reaction mixture was then stirred at 50° C. for 16 hours. Palladium catalyst was removed by filtration over a pad of Celite and the filter cake was washed with ethanol twice. The filtrate was evaporated down to drynes...